Dataset: the Open Reaction Database (ORD), a public repository of structured organic reaction records. Task: describe an organic reaction: reactants, conditions, products, and yield RXN SMILES: C[O:2][C:3]([C:5]1[S:6][C:7]([C:28]2[CH2:33][CH2:32][CH2:31][CH2:30][CH:29]=2)=[CH:8][C:9]=1[N:10]([CH:20]1[CH2:25][CH2:24][N:23]([CH:26]=[O:27])[CH2:22][CH2:21]1)[C:11]([C@H:13]1[CH2:18][CH2:17][C@H:16]([CH3:19])[CH2:15][CH2:14]1)=[O:12])=[O:4].[OH-].[Li+]>>[C:28]1([C:7]2[S:6][C:5]([C:3]([OH:4])=[O:2])=[C:9]([N:10]([CH:20]3[CH2:21][CH2:22][N:23]([CH:26]=[O:27])[CH2:24][CH2:25]3)[C:11]([C@H:13]3[CH2:18][CH2:17][C@H:16]([CH3:19])[CH2:15][CH2:14]3)=[O:12])[CH:8]=2)[CH2:33][CH2:32][CH2:31][CH2:30][CH:29]=1 |f:1.2|. Procedure details: 5-Cyclohex-1-enyl-3-[(1-formyl-piperidin-4-yl)-(trans-4-methyl-cyclohexane-carbonyl)-amino]-thiophene-2-carboxylic acid methyl ester was hydrolysed with lithium hydroxide according to previously described procedures (example 3, step VIII) to give the title compound. Starting materials: COC(=O)C=1SC(=CC1N(C(=O)[C@@H]1CC[C@H](CC1)C)C1CCN(CC1)C=O)C1=CCCCC1 (5-Cyclohex-1-enyl-3-[(1-formyl-piperidin-4-yl)-(trans-4-methyl-cyclohexane-carbonyl)-amino]-thiophene-2-carboxylic acid methyl ester), [OH-].[Li+] (lithium hydroxide). Product: C1(=CCCCC1)C1=CC(=C(S1)C(=O)O)N(C(=O)[C@@H]1CC[C@H](CC1)C)C1CCN(CC1)C=O (5-Cyclohex-1-enyl-3-[(1-formyl-piperidin-4-yl)-(trans-4-methylcyclohexanecarbonyl)-amino]-thiophene-2-carboxylic acid). Starting materials: O=C(O)CCC(=O)c1ccccc1, COC(=O)C1CCCN1, Cl, C1CCOC1. The product is COC(=O)C1CCCN1C(=O)CCC(=O)c1ccccc1. RXN SMILES: [C:1]([c:2]1[cH:3][cH:4][cH:5][cH:6][cH:7]1)(=[O:8])[CH2:9][CH2:10][C:11](=[O:12])[OH:13].[CH3:15][O:16][C:17]([CH:18]1[NH:19][CH2:20][CH2:21][CH2:22]1)=[O:23].[ClH:14].[O:24]1[CH2:25][CH2:26][CH2:27][CH2:28]1>>[C:1]([c:2]1[cH:3][cH:4][cH:5][cH:6][cH:7]1)(=[O:8])[CH2:9][CH2:10][C:11](=[O:13])[N:19]1[CH:18]([C:17]([O:16][CH3:15])=[O:23])[CH2:22][CH2:21][CH2:20]1. Starting materials: CN(C)CCl (dimethylaminomethyl chloride), CN(C)CCCCl (dimethylaminopropyl chloride), C(C1=CC=CC=C1)(=O)N1C=2N(C3=C(C1=O)C=NC1=C3C=NN1C1=CC=CC=C1)N=C(C2)C (4-Benzoyl-2-methyl-8-phenyl-4H-pyrazolo[1,5-a]pyrazolo-[4',3':5,6]pyrido[3,4-e]pyrimidin-5(8H)-one). Yields the product CN(C)CN1C=2N(C3=C(C1=O)C=NC1=C3C=NN1C1=CC=CC=C1)N=C(C2)C (4-dimethylaminomethyl-2-methyl-8-phenyl-4H-pyrazolo[1,5-a]pyrazolo-[4',3':5,6]pyrido[3,4-e]pyrimidin-5(8H)-one). Reaction SMILES: [CH3:1][N:2]([CH2:4]Cl)[CH3:3].CN(CCCCl)C.C([N:21]1[C:26](=[O:27])[C:25]2[CH:28]=[N:29][C:30]3[N:34]([C:35]4[CH:40]=[CH:39][CH:38]=[CH:37][CH:36]=4)[N:33]=[CH:32][C:31]=3[C:24]=2[N:23]2[N:41]=[C:42]([CH3:44])[CH:43]=[C:22]12)(=O)C1C=CC=CC=1>>[CH3:1][N:2]([CH2:4][N:21]1[C:26](=[O:27])[C:25]2[CH:28]=[N:29][C:30]3[N:34]([C:35]4[CH:40]=[CH:39][CH:38]=[CH:37][CH:36]=4)[N:33]=[CH:32][C:31]=3[C:24]=2[N:23]2[N:41]=[C:42]([CH3:44])[CH:43]=[C:22]12)[CH3:3]. Reported procedure: By substituting dimethylaminomethyl chloride for the dimethylaminopropyl chloride in the procedure of Example 4 and utilizing 2-methyl-8-phenyl-4H-pyrazolo[1,5-a]pyrazolo-[4',3':5,6]pyrido[3,4-e]pyrimidin-5(8H)-one product of Example 15 instead of 8-ethyl-2-methyl-4H-pyrazolo[1,5-a]pyrazolo-[4',3':5,6]pyrido[3,4-e]pyrimidin-5(8H)-one, 4-dimethylaminomethyl-2-methyl-8-phenyl-4H-pyrazolo[1,5-a]pyrazolo-[4',3':5,6]pyrido[3,4-e]pyrimidin-5(8H)-one is obtained. Reactants: CC(C)CCl, COc1ccc(-c2n[nH]c(=O)c(C#N)c2-c2ccc(OC)cc2)cc1. Product: COc1ccc(-c2nn(CC(C)C)c(=O)c(C#N)c2-c2ccc(OC)cc2)cc1. RXN SMILES: [CH2:26]([CH:27]([CH3:28])[CH3:29])[Cl:30].[CH3:1][O:2][c:3]1[cH:4][cH:5][c:6](-[c:9]2[c:10]([C:24]#[N:25])[c:11](=[O:23])[nH:12][n:13][c:14]2-[c:15]2[cH:16][cH:17][c:18]([O:21][CH3:22])[cH:19][cH:20]2)[cH:7][cH:8]1>>[CH3:1][O:2][c:3]1[cH:4][cH:5][c:6](-[c:9]2[c:10]([C:24]#[N:25])[c:11](=[O:23])[n:12]([CH2:26][CH:27]([CH3:28])[CH3:29])[n:13][c:14]2-[c:15]2[cH:16][cH:17][c:18]([O:21][CH3:22])[cH:19][cH:20]2)[cH:7][cH:8]1. As a reaction SMILES: Br[C:2]1[CH:3]=[C:4]2[C@:15]3([CH2:19][S:18][C:17]([NH:20][C:21](=[O:27])[O:22][C:23]([CH3:26])([CH3:25])[CH3:24])=[N:16]3)[C:14]3[C:9](=[CH:10][CH:11]=[C:12]([C:28]4[C:29]([F:34])=[N:30][CH:31]=[CH:32][CH:33]=4)[CH:13]=3)[O:8][C:5]2=[N:6][CH:7]=1.CN(C=O)C.C[Si](C)(C)[C:42]#[C:43][C:44]1([CH3:48])[CH2:47][O:46][CH2:45]1>CCOC(C)=O.[Cu]I.CC(P(C(C)(C)C)C1C=CC(N(C)C)=CC=1)(C)C.CC(P(C(C)(C)C)C1C=CC(N(C)C)=CC=1)(C)C.Cl[Pd]Cl>[F:34][C:29]1[C:28]([C:12]2[CH:13]=[C:14]3[C@@:15]4([CH2:19][S:18][C:17]([NH:20][C:21](=[O:27])[O:22][C:23]([CH3:25])([CH3:26])[CH3:24])=[N:16]4)[C:4]4[C:5](=[N:6][CH:7]=[C:2]([C:42]#[C:43][C:44]5([CH3:48])[CH2:47][O:46][CH2:45]5)[CH:3]=4)[O:8][C:9]3=[CH:10][CH:11]=2)=[CH:33][CH:32]=[CH:31][N:30]=1 |f:5.6.7|. Reagents/catalysts: [Cu]I (copper(i) iodide), CC(C)(C)P(C1=CC=C(C=C1)N(C)C)C(C)(C)C.CC(C)(C)P(C1=CC=C(C=C1)N(C)C)C(C)(C)C.Cl[Pd]Cl (bis(di-tert-butyl(4-dimethylaminophenyl)phosphine)dichloropalladium(II)). The solvent is CCOC(=O)C (EtOAc). The product is FC1=NC=CC=C1C=1C=C2C(=CC1)OC1=NC=C(C=C1[C@@]21N=C(SC1)NC(OC(C)(C)C)=O)C#CC1(COC1)C ((S)-tert-butyl 7-(2-fluoropyridin-3-yl)-3-((3-methyloxetan-3-yl)ethynyl)-5′H-spiro[chromeno[2,3-b]pyridine-5,4′-thiazole]-2′-ylcarbamate). Reported procedure: A vial was charged with (5)-tert-butyl 3-bromo-7-(2-fluoropyridin-3-yl)-5′H-spiro[chromeno[2,3-b]pyridine-5,4′-thiazole]-2′-ylcarbamate (0.181 g, 0.333 mmol), copper(i) iodide (0.013 g, 0.067 mmol), and bis(di-tert-butyl(4-dimethylaminophenyl)phosphine)dichloropalladium(II) (0.024 g, 0.033 mmol). The vial was flushed with Ar (g), then DMF (1.665 mL), DIPA (0.712 mL, 5.00 mmol), and trimethyl((3-methyloxetan-3-yl)ethynyl)silane (0.201 mL, 0.999 mmol) were added in sequence. The reaction was heate... Run at temperature 90 celsius, time 3 hour. Starting materials: BrC=1C=C2C(=NC1)OC1=CC=C(C=C1[C@]21N=C(SC1)NC(OC(C)(C)C)=O)C=1C(=NC=CC1)F ((5)-tert-butyl 3-bromo-7-(2-fluoropyridin-3-yl)-5′H-spiro[chromeno[2,3-b]pyridine-5,4′-thiazole]-2′-ylcarbamate), CN(C)C=O (DMF), C[Si](C#CC1(COC1)C)(C)C (trimethyl((3-methyloxetan-3-yl)ethynyl)silane).